From a dataset of the Open Reaction Database (ORD), a public repository of structured organic reaction records. describe an organic reaction: reactants, conditions, products, and yield The reactants are ONC(C1=CC=C(OC=2C=C(C(=O)NC3=NN(C=C3)C)C=C(C2)O[C@H](COC)C)C=C1)=N (3-{4-[(Hydroxyamino)(imino)methyl]phenoxy}-5-[(1S)-2-methoxy-1-methylethoxy]-N-(1-methyl-1H-pyrazol-3-yl)benzamide), C(OC)(OC)OC (trimethyl orthoformate). Run at temperature 55 celsius. The product is COC[C@@H](OC=1C=C(C(=O)NC2=NN(C=C2)C)C=C(C1)OC1=CC=C(C=C1)C1=NOC=N1)C (3-[(1S)-2-Methoxy-1-methylethoxy]-N-(1-methyl-1H-pyrazol-3-yl)-5-[4-(1,2,4-oxadiazol-3-yl)phenoxy]benzamide). RXN SMILES: [OH:1][NH:2][C:3](=[NH:32])[C:4]1[CH:31]=[CH:30][C:7]([O:8][C:9]2[CH:10]=[C:11]([CH:21]=[C:22]([O:24][C@@H:25]([CH3:29])[CH2:26][O:27][CH3:28])[CH:23]=2)[C:12]([NH:14][C:15]2[CH:19]=[CH:18][N:17]([CH3:20])[N:16]=2)=[O:13])=[CH:6][CH:5]=1.[CH:33](OC)(OC)OC>>[CH3:28][O:27][CH2:26][C@H:25]([CH3:29])[O:24][C:22]1[CH:21]=[C:11]([CH:10]=[C:9]([O:8][C:7]2[CH:6]=[CH:5][C:4]([C:3]3[N:32]=[CH:33][O:1][N:2]=3)=[CH:31][CH:30]=2)[CH:23]=1)[C:12]([NH:14][C:15]1[CH:19]=[CH:18][N:17]([CH3:20])[N:16]=1)=[O:13]. Procedure details: 3-{4-[(Hydroxyamino)(imino)methyl]phenoxy}-5-[(1S)-2-methoxy-1-methylethoxy]-N-(1-methyl-1H-pyrazol-3-yl)benzamide was taken up in trimethyl orthoformate (3 mL) and 2 drops of borontrifluoroetherate added. The resulting solution was heated to 55° C. in a CEM explorer microwave for 80 mins. The volatiles were removed under reduced pressure and the resulting oil chromatographed on silica, eluting with 0-100% ethyl acetate in iso-hexane, to give the desired compound as a white foam (295 mg) Reactants: BrC1=CC(=C(C=C1)C(C)(C)O)F (2-(4-bromo-2-fluoro-phenyl)-propan-2-ol), O1CCCC=C1 (3,4-dihydro-2H-pyran), C1(=CC=C(C=C1)S(=O)(=O)[O-])C.[NH+]1=CC=CC=C1 (pyridinium-p-toluene sulfonate). The solvent is ClCCl (dichloromethane). Reaction conditions: time 12 hour. Yields the product BrC1=CC(=C(C=C1)C(C)(OC1OCCCC1)C)F (2-[1-(4-bromo-2-fluoro-phenyl)-1-methyl-ethoxy]-tetrahydro-pyran). The yield is 38.5%. RXN SMILES: [Br:1][C:2]1[CH:7]=[CH:6][C:5]([C:8]([OH:11])([CH3:10])[CH3:9])=[C:4]([F:12])[CH:3]=1.[O:13]1[CH:18]=[CH:17][CH2:16][CH2:15][CH2:14]1.C1(C)C=CC(S([O-])(=O)=O)=CC=1.[NH+]1C=CC=CC=1>ClCCl>[Br:1][C:2]1[CH:7]=[CH:6][C:5]([C:8]([CH3:10])([O:11][CH:14]2[CH2:15][CH2:16][CH2:17][CH2:18][O:13]2)[CH3:9])=[C:4]([F:12])[CH:3]=1 |f:2.3|. Procedure details: To a stirred solution of 2-(4-bromo-2-fluoro-phenyl)-propan-2-ol (18.5 g, 79.4 mmol) and 3,4-dihydro-2H-pyran (10.9 mL, 119.1 mmol) in dichloromethane (165 mL) was added pyridinium-p-toluene sulfonate (2 g, 7.91 mmol) at room temperature. The resulting mixture was stirred at room temperature for 12 h, extracted with ethyl acetate, washed with brine, dried over anhydrous sodium sulfate. The solvent was evaporated in vacuo and the residue was purified by flash column chromatography (QingDao silica... The reactants are FC(COCC1=CC(=CC=C1)[N+](=O)[O-])(C(C(F)(F)F)(F)F)F (1-(2,2,3,3,4,4,4-heptafluorobutoxy)methyl-3-nitrobenzene), FeCl3.6H2O, O.NN (hydrazine hydrate). The solvent is C(C)O (ethanol). The product is FC(COCC=1C=C(N)C=CC1)(C(C(F)(F)F)(F)F)F (3-[(2,2,3,3,4,4,4-heptafluorobutoxy)methyl]aniline). As a reaction SMILES: [F:1][C:2]([F:22])([C:15]([F:21])([F:20])[C:16]([F:19])([F:18])[F:17])[CH2:3][O:4][CH2:5][C:6]1[CH:11]=[CH:10][CH:9]=[C:8]([N+:12]([O-])=O)[CH:7]=1.O.NN>C(O)C>[F:1][C:2]([F:22])([C:15]([F:20])([F:21])[C:16]([F:17])([F:18])[F:19])[CH2:3][O:4][CH2:5][C:6]1[CH:7]=[C:8]([CH:9]=[CH:10][CH:11]=1)[NH2:12] |f:1.2|. Procedure: 180 g (0.54 mol) of 1-(2,2,3,3,4,4,4-heptafluorobutoxy)methyl-3-nitrobenzene (Compound No. 11) obtained in Example 2 was dissolved in 500 ml of ethanol, and the mixture was refluxed for 30 minuted after adding 7.9 g of FeCl3.6H2O and 12.5 g of activated carbon thereto. While the mixture was being stirred, 100 g (2.00 mol) of hydrazine hydrate was added dropwise thereto so as not to cause violent foaming. The mixture was refluxed for 2 hours after the completion of the dropping, thereby completin... Reactants: [Al+3], O=C(c1ccccc1)N1CCc2[nH]c3cccc(-c4ccccc4)c3c2CC1, [H-], [H-], [H-], [H-], [Li+], C1CCOC1. As a reaction SMILES: [Al+3:2].[C:7]([c:8]1[cH:9][cH:10][cH:11][cH:12][cH:13]1)(=[O:14])[N:15]1[CH2:16][CH2:17][c:18]2[nH:19][c:20]3[cH:21][cH:22][cH:23][c:24](-[c:29]4[cH:30][cH:31][cH:32][cH:33][cH:34]4)[c:25]3[c:26]2[CH2:27][CH2:28]1.[H-:1].[H-:4].[H-:5].[H-:6].[Li+:3].[O:35]1[CH2:36][CH2:37][CH2:38][CH2:39]1>>[CH2:7]([c:8]1[cH:9][cH:10][cH:11][cH:12][cH:13]1)[N:15]1[CH2:16][CH2:17][c:18]2[nH:19][c:20]3[cH:21][cH:22][cH:23][c:24](-[c:29]4[cH:30][cH:31][cH:32][cH:33][cH:34]4)[c:25]3[c:26]2[CH2:27][CH2:28]1. Product: c1ccc(CN2CCc3[nH]c4cccc(-c5ccccc5)c4c3CC2)cc1.